This data is from the Open Reaction Database (ORD), a public repository of structured organic reaction records. The task is: describe an organic reaction: reactants, conditions, products, and yield Starting materials: ClC1=C(C(=NC=C1)N1C(C=2SC=3CC(CC3C2CC1)(C)C)=O)C=O (4-Chloro-2-{4,4-dimethyl-9-oxo-7-thia-10-azatricyclo[6.4.0.02,6]dodeca-1(8),2(6)-dien-10-yl}pyridine-3-carbaldehyde), CN1C(C(=CC(=C1)B1OC(C(O1)(C)C)(C)C)NC1=NC=CN=C1)=O (1-Methyl-3-(pyrazin-2-ylamino)-5-(4,4,5,5-tetramethyl-1,3,2-dioxaborolan-2-yl)pyridin-2(1H)-one), [O-]P(=O)([O-])[O-].[K+].[K+].[K+] (K3PO4), O.O.O.C(C)(=O)[O-].[Na+] (sodium acetate trihydrate). The reagents and catalysts are O (water), C1=CC=C(C=C1)P([C-]2C=CC=C2)C3=CC=CC=C3.C1=CC=C(C=C1)P([C-]2C=CC=C2)C3=CC=CC=C3.Cl[Pd]Cl.[Fe+2] (Pd(dppf)Cl2). Solvent: C(C)#N (acetonitrile). Conditions: temperature 100 celsius, time 2 hour. Product: CC1(CC=2C=3CCN(C(C3SC2C1)=O)C1=NC=CC(=C1C=O)C1=CN(C(C(=C1)NC1=NC=CN=C1)=O)C)C (2-{4,4-Dimethyl-9-oxo-7-thia-10-azatricyclo[6.4.0.02,6]dodeca-1(8),2(6)-dien-10-yl}-4-{1-methyl-6-oxo-5-[(pyrazin-2-yl)amino]-1,6-dihydropyridin-3-yl}pyridine-3-carbaldehyde). Yield: 50.6%. Reaction SMILES: Cl[C:2]1[CH:7]=[CH:6][N:5]=[C:4]([N:8]2[CH2:19][CH2:18][C:17]3[C:16]4[CH2:15][C:14]([CH3:21])([CH3:20])[CH2:13][C:12]=4[S:11][C:10]=3[C:9]2=[O:22])[C:3]=1[CH:23]=[O:24].[CH3:25][N:26]1[CH:31]=[C:30](B2OC(C)(C)C(C)(C)O2)[CH:29]=[C:28]([NH:41][C:42]2[CH:47]=[N:46][CH:45]=[CH:44][N:43]=2)[C:27]1=[O:48].[O-]P([O-])([O-])=O.[K+].[K+].[K+].O.O.O.C([O-])(=O)C.[Na+]>O.C1C=CC(P(C2C=CC=CC=2)[C-]2C=CC=C2)=CC=1.C1C=CC(P(C2C=CC=CC=2)[C-]2C=CC=C2)=CC=1.Cl[Pd]Cl.[Fe+2].C(#N)C>[CH3:20][C:14]1([CH3:21])[CH2:13][C:12]2[S:11][C:10]3[C:9](=[O:22])[N:8]([C:4]4[C:3]([CH:23]=[O:24])=[C:2]([C:30]5[CH:29]=[C:28]([NH:41][C:42]6[CH:47]=[N:46][CH:45]=[CH:44][N:43]=6)[C:27](=[O:48])[N:26]([CH3:25])[CH:31]=5)[CH:7]=[CH:6][N:5]=4)[CH2:19][CH2:18][C:17]=3[C:16]=2[CH2:15]1 |f:2.3.4.5,6.7.8.9.10,12.13.14.15|. Reported procedure: A 25-mL single-neck round-bottomed flask equipped with a reflux condenser was charged with 4-chloro-2-{4,4-dimethyl-9-oxo-7-thia-10-azatricyclo[6.4.0.02,6]dodeca-1(8),2(6)-dien-10-yl}pyridine-3-carbaldehyde 109a (100 mg, 0.30 mmol), 184a (170 mg, 0.60 mmol), Pd(dppf)Cl2 (12 mg, 0.015 mmol), K3PO4 (130 mg, 0.60 mmol), sodium acetate trihydrate (85 mg, 0.60 mmol), acetonitrile (10 mL), and water (6 drops). The system was evacuated and refilled with N2. The reaction mixture was stirred at 100° C. f... Starting materials: CC1(OB(OC1(C)C)C=1C=C2C(=NC1)NC=C2)C (5-(4,4,5,5-Tetramethyl-[1,3,2]dioxaborolan-2-yl)-1H-pyrrolo[2,3-b]pyridine), C(C)NC(=O)C1=NC=C(C=C1)Br (5-bromo-pyridine-2-carboxylic acid ethylamide), O (water). The reagents and catalysts are C=1C=CC(=CC1)[P](C=2C=CC=CC2)(C=3C=CC=CC3)[Pd]([P](C=4C=CC=CC4)(C=5C=CC=CC5)C=6C=CC=CC6)([P](C=7C=CC=CC7)(C=8C=CC=CC8)C=9C=CC=CC9)[P](C=1C=CC=CC1)(C=1C=CC=CC1)C=1C=CC=CC1 (tetrakis(triphenylphosphine)palladium(0)). Solvent: C([O-])([O-])=O.[K+].[K+] (potassium carbonate). Reaction conditions: temperature 80 celsius. Product: C(C)NC(=O)C1=NC=C(C=C1)C=1C=C2C(=NC1)NC=C2 (5-(1H-pyrrolo[2,3-b]pyridin-5-yl)-pyridine-2-carboxylic acid ethylamide). Isolated yield 108.2%. As a reaction SMILES: CC1(C)C(C)(C)OB([C:9]2[CH:10]=[C:11]3[CH:17]=[CH:16][NH:15][C:12]3=[N:13][CH:14]=2)O1.[CH2:19]([NH:21][C:22]([C:24]1[CH:29]=[CH:28][C:27](Br)=[CH:26][N:25]=1)=[O:23])[CH3:20].O>C(=O)([O-])[O-].[K+].[K+].C1C=CC([P]([Pd]([P](C2C=CC=CC=2)(C2C=CC=CC=2)C2C=CC=CC=2)([P](C2C=CC=CC=2)(C2C=CC=CC=2)C2C=CC=CC=2)[P](C2C=CC=CC=2)(C2C=CC=CC=2)C2C=CC=CC=2)(C2C=CC=CC=2)C2C=CC=CC=2)=CC=1>[CH2:19]([NH:21][C:22]([C:24]1[CH:29]=[CH:28][C:27]([C:9]2[CH:10]=[C:11]3[CH:17]=[CH:16][NH:15][C:12]3=[N:13][CH:14]=2)=[CH:26][N:25]=1)=[O:23])[CH3:20] |f:3.4.5,^1:41,43,62,81|. Reported procedure: 5-(4,4,5,5-Tetramethyl-[1,3,2]dioxaborolan-2-yl)-1H-pyrrolo[2,3-b]pyridine (37, 0.424 g, 1.74 mmol), 5-bromo-pyridine-2-carboxylic acid ethylamide (36, 0.159 g, 0.694 mmol), and tetrakis(triphenylphosphine)palladium(0) (0.016 g, 0.014 mmol) were mixed in 1.00 M potassium carbonate in water (4.2 mL, 4.2 mmol). The reaction mixture was heated at 80° C. overnight. The two layers were separated, and the aqueous layer was extracted with ethyl acetate. The combined organic layers were washed with brin... Starting materials: CS(=O)(=O)Cl, Nc1cccc2c1COC(NC1CCc3ccccc31)=N2. Product: CS(=O)(=O)Nc1cccc2c1COC(NC1CCc3ccccc31)=N2. Reaction SMILES: [CH3:22][S:23]([Cl:24])(=[O:25])=[O:26].[CH:1]1([NH:10][C:11]2=[N:16][c:15]3[c:14]([c:20]([NH2:21])[cH:19][cH:18][cH:17]3)[CH2:13][O:12]2)[CH2:2][CH2:3][c:4]2[cH:5][cH:6][cH:7][cH:8][c:9]21>>[CH:1]1([NH:10][C:11]2=[N:16][c:15]3[c:14]([c:20]([NH:21][S:23]([CH3:22])(=[O:25])=[O:26])[cH:19][cH:18][cH:17]3)[CH2:13][O:12]2)[CH2:2][CH2:3][c:4]2[cH:5][cH:6][cH:7][cH:8][c:9]21. The reactants are CS(=O)(=O)OCCCCCC1=NN=C(N1C)C1=CC=C(C=C1)Cl (5-[5-(4-chlorophenyl)-4-methyl-4H-1,2,4-triazol-3-yl]pentyl methanesulfonate), FC(C1=CC=C(C=C1)[C@]12CNC[C@@H]2C1)(F)F ((1S,5R)-1-[4-(trifluoromethyl)phenyl]-3-azabicyclo[3.1.0]hexane). Yields the product Cl.ClC1=CC=C(C=C1)C=1N(C(=NN1)CCCCCN1C[C@]2(C[C@H]2C1)C1=CC=C(C=C1)C(F)(F)F)C ((1S,5R)-3-{5-[5-(4-chlorophenyl)-4-methyl-4H-1,2,4-triazol-3-yl]pentyl}-1-[4-(trifluoromethyl)phenyl]-3-azabicyclo[3.1.0]hexane hydrochloride). Reaction SMILES: CS(O[CH2:6][CH2:7][CH2:8][CH2:9][CH2:10][C:11]1[N:15]([CH3:16])[C:14]([C:17]2[CH:22]=[CH:21][C:20]([Cl:23])=[CH:19][CH:18]=2)=[N:13][N:12]=1)(=O)=O.[F:24][C:25]([F:39])([F:38])[C:26]1[CH:31]=[CH:30][C:29]([C@:32]23[CH2:37][C@H:36]2[CH2:35][NH:34][CH2:33]3)=[CH:28][CH:27]=1>>[ClH:23].[Cl:23][C:20]1[CH:21]=[CH:22][C:17]([C:14]2[N:15]([CH3:16])[C:11]([CH2:10][CH2:9][CH2:8][CH2:7][CH2:6][N:34]3[CH2:35][C@H:36]4[C@:32]([C:29]5[CH:28]=[CH:27][C:26]([C:25]([F:24])([F:39])[F:38])=[CH:31][CH:30]=5)([CH2:37]4)[CH2:33]3)=[N:12][N:13]=2)=[CH:18][CH:19]=1 |f:2.3|. Reported procedure: The title compound was prepared in analogy to the method described in Example 14 in 19 mg yield as a white solid starting from 5-[5-(4-chlorophenyl)-4-methyl-4H-1,2,4-triazol-3-yl]pentyl methanesulfonate (31 mg) and (1S,5R)-1-[4-(trifluoromethyl)phenyl]-3-azabicyclo[3.1.0]hexane (21 mg ). Run at temperature 0 celsius. Procedure details: To 4-{4-[2-(2-hydroxy-phenyl)-7-methyl-quinazolin-4-yl]-piperazin-1-yl}-4-oxo-but-2-enoic acid ethyl ester (655 mg, 1.47 mmol) in 2 mL of diethyl ether at −20° C. was added methyl magnesium bromide (8.4 mL, 11.7 mmol, 1.4 M THF/Toluene), and the reaction mixture was allowed to warm to 0° C. over 15 minutes The mixture was diluted with 10 mL of water and 15 mL of CH2Cl2. The resulting emulsion was filtered, and the organic layer was separated and dried over Na2SO4. The solvent was removed under r... Run in O (water), C(Cl)Cl (CH2Cl2), C(C)OCC (diethyl ether). Yields the product OC(C=CC(=O)N1CCN(CC1)C1=NC(=NC2=CC(=CC=C12)C)C1=C(C=CC=C1)O)(C)C (4-Hydroxy-1-{4-[2-(2-hydroxy-phenyl)-7-methyl-quinazolin-4-yl]-piperazin-1-yl}-4-methyl-pent-2-en-1-one). The reactants are C(C)OC(C=CC(=O)N1CCN(CC1)C1=NC(=NC2=CC(=CC=C12)C)C1=C(C=CC=C1)O)=O (4-{4-[2-(2-hydroxy-phenyl)-7-methyl-quinazolin-4-yl]-piperazin-1-yl}-4-oxo-but-2-enoic acid ethyl ester), C[Mg]Br (methyl magnesium bromide). Reaction SMILES: C(OC(=O)[CH:5]=[CH:6][C:7]([N:9]1[CH2:14][CH2:13][N:12]([C:15]2[C:24]3[C:19](=[CH:20][C:21]([CH3:25])=[CH:22][CH:23]=3)[N:18]=[C:17]([C:26]3[CH:31]=[CH:30][CH:29]=[CH:28][C:27]=3[OH:32])[N:16]=2)[CH2:11][CH2:10]1)=[O:8])C.C[Mg]Br>C(OCC)C.O.C(Cl)Cl>[OH:32][C:27]([CH3:28])([CH3:26])[CH:5]=[CH:6][C:7]([N:9]1[CH2:10][CH2:11][N:12]([C:15]2[C:24]3[C:19](=[CH:20][C:21]([CH3:25])=[CH:22][CH:23]=3)[N:18]=[C:17]([C:26]3[CH:31]=[CH:30][CH:29]=[CH:28][C:27]=3[OH:32])[N:16]=2)[CH2:13][CH2:14]1)=[O:8]. The reactants are CC(C)=O, ClCCN1CCOCC1, Cl, [I-], [Na+]. Product: ICCN1CCOCC1. RXN SMILES: [CH3:13][C:14](=[O:15])[CH3:16].[Cl:2][CH2:3][CH2:4][N:5]1[CH2:6][CH2:7][O:8][CH2:9][CH2:10]1.[ClH:1].[I-:12].[Na+:11]>>[CH2:3]([CH2:4][N:5]1[CH2:6][CH2:7][O:8][CH2:9][CH2:10]1)[I:12]. Reactants: OC1=CC=C(C(=O)O)C=C1 (4-hydroxybenzoic acid), [N+](=O)([O-])C1=CC=C(C=C1)C(F)(F)F (4-nitro-1-(trifluoromethyl)benzene), [H-].[Na+] (sodium hydride). The solvent is CN(C)C=O (DMF). Yields the product FC(C1=CC=C(OC2=CC=C(C(=O)O)C=C2)C=C1)(F)F (4-(4-(Trifluoromethyl)phenoxy)benzoic Acid). Reaction SMILES: [OH:1][C:2]1[CH:10]=[CH:9][C:5]([C:6]([OH:8])=[O:7])=[CH:4][CH:3]=1.[N+]([C:14]1[CH:19]=[CH:18][C:17]([C:20]([F:23])([F:22])[F:21])=[CH:16][CH:15]=1)([O-])=O.[H-].[Na+]>CN(C=O)C>[F:21][C:20]([F:23])([F:22])[C:17]1[CH:18]=[CH:19][C:14]([O:1][C:2]2[CH:10]=[CH:9][C:5]([C:6]([OH:8])=[O:7])=[CH:4][CH:3]=2)=[CH:15][CH:16]=1 |f:2.3|. Procedure: Following the general procedure of J. Polym. Sci., Polym. Chem. Ed. (1980), 18(10), 3069-80, 4-hydroxybenzoic acid, 4-nitro-1-(trifluoromethyl)benzene, and sodium hydride in DMF were heated at 130° C. to afford the title compound. Starting materials: CCOC(=O)C1CC2C(C(C)C)=CC1NC2C, CC(=O)O, [H][H], O=[Pt]. Yields the product CCOC(=O)C1CC2C(C)NC1CC2C(C)C. As a reaction SMILES: [CH2:1]([CH3:2])[O:3][C:4](=[O:5])[CH:6]1[CH2:7][CH:8]2[CH:9]([CH3:17])[NH:10][CH:11]1[CH:12]=[C:13]2[CH:14]([CH3:15])[CH3:16].[CH3:22][C:23](=[O:24])[OH:25].[H:18][H:19].[Pt:20]=[O:21]>>[CH2:1]([CH3:2])[O:3][C:4](=[O:5])[CH:6]1[CH2:7][CH:8]2[CH:9]([CH3:17])[NH:10][CH:11]1[CH2:12][CH:13]2[CH:14]([CH3:15])[CH3:16]. Starting materials: C(C1=CC=CC=C1)OC(=O)N[C@@H](CC(C)C)C(=O)N[C@H]([C@H]([C@H]([C@@H](C(=O)N[C@@H](CC(=O)OC(C1=CC=CC=C1)C1=CC=CC=C1)C1=CC=CC=C1)O)O)O)CO (diphenylmethyl (S)-3-[(2S,3R,4R,5S)-5-(N-benzyloxycarbonyl-L-leucyl)amino-2,3,4,6-tetrahydroxyhexanoyl]amino-3-phenylpropionate), C(C)(=O)OC(C)=O (acetic anhydride). Reaction conditions: time 4 day. The product is C(C)(=O)O[C@H](C(=O)N[C@@H](CC(=O)OC(C1=CC=CC=C1)C1=CC=CC=C1)C1=CC=CC=C1)[C@@H]([C@@H]([C@H](COC(C)=O)NC([C@@H](NC(=O)OCC1=CC=CC=C1)CC(C)C)=O)OC(C)=O)OC(C)=O (diphenylmethyl (S)-3-[(2S,3R,4R,5S)-2,3,4,6-tetraacetoxy-5-(N-benzyloxycarbonyl-L-leucyl)aminohexanoyl]amino-3-phenylpropionate). As a reaction SMILES: [CH2:1]([O:8][C:9]([NH:11][C@H:12]([C:17]([NH:19][C@@H:20]([CH2:54][OH:55])[C@@H:21]([OH:53])[C@@H:22]([OH:52])[C@H:23]([OH:51])[C:24]([NH:26][C@H:27]([C:45]1[CH:50]=[CH:49][CH:48]=[CH:47][CH:46]=1)[CH2:28][C:29]([O:31][CH:32]([C:39]1[CH:44]=[CH:43][CH:42]=[CH:41][CH:40]=1)[C:33]1[CH:38]=[CH:37][CH:36]=[CH:35][CH:34]=1)=[O:30])=[O:25])=[O:18])[CH2:13][CH:14]([CH3:16])[CH3:15])=[O:10])[C:2]1[CH:7]=[CH:6][CH:5]=[CH:4][CH:3]=1.C(O[C:60](=[O:62])[CH3:61])(=O)C>N1C=CC=CC=1>[C:1]([O:51][C@@H:23]([C@H:22]([O:52][C:60](=[O:62])[CH3:61])[C@H:21]([O:53][C:24](=[O:25])[CH3:23])[C@@H:20]([NH:19][C:17](=[O:18])[C@H:12]([CH2:13][CH:14]([CH3:15])[CH3:16])[NH:11][C:9]([O:8][CH2:1][C:2]1[CH:3]=[CH:4][CH:5]=[CH:6][CH:7]=1)=[O:10])[CH2:54][O:55][C:17](=[O:18])[CH3:12])[C:24]([NH:26][C@H:27]([C:45]1[CH:46]=[CH:47][CH:48]=[CH:49][CH:50]=1)[CH2:28][C:29]([O:31][CH:32]([C:33]1[CH:34]=[CH:35][CH:36]=[CH:37][CH:38]=1)[C:39]1[CH:40]=[CH:41][CH:42]=[CH:43][CH:44]=1)=[O:30])=[O:25])(=[O:8])[CH3:2]. Procedure details: To a solution of diphenylmethyl (S)-3-[(2S,3R,4R,5S)-5-(N-benzyloxycarbonyl-L-leucyl)amino-2,3,4,6-tetrahydroxyhexanoyl]amino-3-phenylpropionate (200 mg) in pyridine (5 ml) was added acetic anhydride (3 ml) and the mixture was stirred at room temperature for 4 days. After concentration under reduced pressure, the residue was dissolved in ethyl acetate (100 ml) and washed with 1N hydrochloric acid, saturated aqueous sodium hydrogencarbonate solution and saturated brine respectively. The organic l... Solvent: N1=CC=CC=C1 (pyridine). The reactants are CC(=NCc1ccccc1)c1ccccc1, CO, [H][H]. Product: CC(NCc1ccccc1)c1ccccc1. Reaction SMILES: [CH2:1]([c:2]1[cH:3][cH:4][cH:5][cH:6][cH:7]1)[N:8]=[C:9]([CH3:10])[c:11]1[cH:12][cH:13][cH:14][cH:15][cH:16]1.[CH3:19][OH:20].[H:17][H:18]>>[CH2:1]([c:2]1[cH:3][cH:4][cH:5][cH:6][cH:7]1)[NH:8][CH:9]([CH3:10])[c:11]1[cH:12][cH:13][cH:14][cH:15][cH:16]1.